From a dataset of the Open Reaction Database (ORD), a public repository of structured organic reaction records. describe an organic reaction: reactants, conditions, products, and yield The reactants are COC1=C(C=CC(=C1)OC)C(C)O (1-(2,4-dimethoxy-phenyl)-ethanol), S(=O)(Cl)Cl (thionyl chloride). Yields the product COC1=C(C=CC(=C1)OC)C(C)Cl (1-(2,4-dimethoxy-phenyl)-ethyl chloride). As a reaction SMILES: [CH3:1][O:2][C:3]1[CH:8]=[C:7]([O:9][CH3:10])[CH:6]=[CH:5][C:4]=1[CH:11](O)[CH3:12].S(Cl)([Cl:16])=O>>[CH3:1][O:2][C:3]1[CH:8]=[C:7]([O:9][CH3:10])[CH:6]=[CH:5][C:4]=1[CH:11]([Cl:16])[CH3:12]. Reported procedure: Starting, for example, from 1-(2,4-dimethoxy-phenyl)-ethanol and treating same with thionyl chloride there can be obtained 1-(2,4-dimethoxy-phenyl)-ethyl chloride which can be converted by reaction with potassium cyanide and subsequent methylation with sodium amide and methyl iodide into 2-(2,4-dimethoxy-phenyl)-2-methyl-propionitrile. Alkaline hydrolysis of the nitrile group and subsequent reduction of the carboxyl group with lithium aluminum hydride gives 2-(2,4-dimethoxy-phenyl)-2-methyl-prop...